Dataset: the Open Reaction Database (ORD), a public repository of structured organic reaction records. Task: describe an organic reaction: reactants, conditions, products, and yield The reactants are [OH-].[Na+] (sodium hydroxide), C(C)(C)(C)OC(CBr)=O (tert-Butylbromoacetate), COC1=CC(=C(C(=C1)C)S(=O)(=O)N1[C@@H](CC2=CC=CC=C12)CO)C ((S)-(1-(4-methoxy-2,6-dimethylphenylsulfonyl)indolin-2-yl)methanol). The reagents and catalysts are [Cl-].C(CCC)[N+](CCCC)(CCCC)CCCC (tetra-n-butylammonium chloride). Solvent: C1(=CC=CC=C1)C (toluene). Conditions: time 2 hour. Product: COC1=CC(=C(C(=C1)C)S(=O)(=O)N1[C@@H](CC2=CC=CC=C12)COCC(=O)OC(C)(C)C)C ((S)-tert-Butyl 2-((1-(4-methoxy-2,6-dimethylphenylsulfonyl)indolin-2-yl)methoxy)acetate). Yield: 50.0%. As a reaction SMILES: [OH-].[Na+].[CH3:3][O:4][C:5]1[CH:10]=[C:9]([CH3:11])[C:8]([S:12]([N:15]2[C:23]3[C:18](=[CH:19][CH:20]=[CH:21][CH:22]=3)[CH2:17][C@H:16]2[CH2:24][OH:25])(=[O:14])=[O:13])=[C:7]([CH3:26])[CH:6]=1.[C:27]([O:31][C:32](=[O:35])[CH2:33]Br)([CH3:30])([CH3:29])[CH3:28]>[Cl-].C([N+](CCCC)(CCCC)CCCC)CCC.C1(C)C=CC=CC=1>[CH3:3][O:4][C:5]1[CH:6]=[C:7]([CH3:26])[C:8]([S:12]([N:15]2[C:23]3[C:18](=[CH:19][CH:20]=[CH:21][CH:22]=3)[CH2:17][C@H:16]2[CH2:24][O:25][CH2:33][C:32]([O:31][C:27]([CH3:30])([CH3:29])[CH3:28])=[O:35])(=[O:13])=[O:14])=[C:9]([CH3:11])[CH:10]=1 |f:0.1,4.5|. Reported procedure: 35% sodium hydroxide solution (10 ml) was added to a cooled (0° C.) solution of (S)-(1-(4-methoxy-2,6-dimethylphenylsulfonyl)indolin-2-yl)methanol (3.3 mmol, 1.0 eq) and tetra-n-butylammonium chloride (1.1 mmol, 0.33 eq) in toluene (20 ml). tert-Butylbromoacetate (1.5 eq) was added slowly to this mixture and the mixture was stirred for 2 h at room temperature. The organic phase was separated off and the aqueous phase extracted with ethyl acetate. The combined organic phases were washed with wate... RXN SMILES: [CH2:31]1[O:32][CH2:33][CH2:34][CH2:35]1.[CH3:1][O:2][C:3]([CH:4]([CH2:5][c:6]1[cH:7][cH:8][c:9]([O:12][CH2:13][c:14]2[cH:15][cH:16][cH:17][cH:18][cH:19]2)[cH:10][cH:11]1)[NH:20][C:21](=[O:22])[O:23][C:24]([CH3:25])([CH3:26])[CH3:27])=[O:28].[CH3:36][OH:37].[Li+:29].[OH-:30].[OH2:38]>>[O:2]=[C:3]([CH:4]([CH2:5][c:6]1[cH:7][cH:8][c:9]([O:12][CH2:13][c:14]2[cH:15][cH:16][cH:17][cH:18][cH:19]2)[cH:10][cH:11]1)[NH:20][C:21](=[O:22])[O:23][C:24]([CH3:25])([CH3:26])[CH3:27])[OH:28]. Yields the product CC(C)(C)OC(=O)NC(Cc1ccc(OCc2ccccc2)cc1)C(=O)O. Reactants: C1CCOC1, COC(=O)C(Cc1ccc(OCc2ccccc2)cc1)NC(=O)OC(C)(C)C, CO, [Li+], [OH-], O. Reactants: O(Cl)Cl (oxychloride), ice, COC(\C(=C\CCCCC)\C#N)=O ((E)-2-cyano-oct-2-enoic acid methyl ester), CN(C)C=O (DMF). Reaction conditions: temperature 80 celsius, time 14 hour. Yields the product COC(C1=C(N=CC(=C1)CCCC)Cl)=O (5-butyl-2-chloro-nicotinic acid methyl ester). The yield is 17.0%. RXN SMILES: O(Cl)[Cl:2].[CH3:4][O:5][C:6](=[O:16])/[C:7](/C#N)=[CH:8]/[CH2:9][CH2:10][CH2:11][CH2:12][CH3:13].C[N:18]([CH:20]=O)[CH3:19]>>[CH3:4][O:5][C:6](=[O:16])[C:7]1[CH:8]=[C:9]([CH2:10][CH2:11][CH2:12][CH3:13])[CH:20]=[N:18][C:19]=1[Cl:2]. Reported procedure: Phosporous oxychloride (4.76 ml, 51 mmol) was added within 10 minutes to an ice cold solution of (E)-2-cyano-oct-2-enoic acid methyl ester (4.65 g, 26 mmol) in DMF (12 ml) under an argon atmosphere. The reaction mixture was stirred for 14 h at 80° C. and poured onto ice water. After 3 h the mixture was extracted two times with dichloromethane, the combined extracts were washed with ice water and dried over sodium sulfate. Removal of the solvent under reduced pressure left a brown oil which was p... The reactants are O (Water), Cl.CC1=C(C=NC=C1)C=1C(NC(NC1)=O)=O (5-(4-methyl-pyridin-3-yl)-1H-pyrimidine-2,4-dione hydrochloride), C(=O)([O-])[O-].[K+].[K+] (K2CO3), BrCCC(OC)OC (3-bromo-1,1dimethoxy-propane). Solvent: CN(C)C=O (DMF). Yields the product COC(CCN1C(NC(C(=C1)C=1C=NC=CC1C)=O)=O)OC (1-(3,3-Dimethoxy-propyl)-5-(4-methyl-pyridin-3-yl)-1H-pyrimidine-2,4-dione). Yield: 12.9%. Reaction SMILES: Cl.[CH3:2][C:3]1[CH:8]=[CH:7][N:6]=[CH:5][C:4]=1[C:9]1[C:10](=[O:16])[NH:11][C:12](=[O:15])[NH:13][CH:14]=1.C([O-])([O-])=O.[K+].[K+].Br[CH2:24][CH2:25][CH:26]([O:29][CH3:30])[O:27][CH3:28].O>CN(C=O)C>[CH3:28][O:27][CH:26]([O:29][CH3:30])[CH2:25][CH2:24][N:13]1[CH:14]=[C:9]([C:4]2[CH:5]=[N:6][CH:7]=[CH:8][C:3]=2[CH3:2])[C:10](=[O:16])[NH:11][C:12]1=[O:15] |f:0.1,2.3.4|. Procedure: To a mixture of 5-(4-methyl-pyridin-3-yl)-1H-pyrimidine-2,4-dione hydrochloride (Prep 11, 605 mg, 2.53 mmol) and K2CO3 (349 mg, 2.53 mmol) in DMF (10 ml), 3-bromo-1,1dimethoxy-propane (399 μl, 2.78 mmol) was added in two portions over 2 days and the mixture was contemporarily stirred at room temperature. Water was then added and washed with Et2O, the product was extracted with ethyl acetate. The organic phase was dried (Na2SO4), filtered and evaporated. The crude was purified by flash chromatogr... Yields the product CCN(CC)Cc1cc(C(N)=O)cc(Br)c1N. RXN SMILES: [CH3:17][CH2:18][OH:19].[NH2:1][c:2]1[c:3]([CH2:4][N:5]([CH2:6][CH3:7])[CH2:8][CH3:9])[cH:10][c:11]([C:15]#[N:16])[cH:12][c:13]1[Br:14].[Na+:21].[OH-:20].[OH2:22]>>[NH2:1][c:2]1[c:3]([CH2:4][N:5]([CH2:6][CH3:7])[CH2:8][CH3:9])[cH:10][c:11]([C:15]([NH2:16])=[O:19])[cH:12][c:13]1[Br:14]. The reactants are CCO, CCN(CC)Cc1cc(C#N)cc(Br)c1N, [Na+], [OH-], O. Reported procedure: The title compound was prepared as described in example 27 step 2, substituting 1-(6-bromo-quinolin-4-yl)-3-(6-trifluoromethyl-pyridin-2-yl)-urea by 1-(6-bromoquinolin-4-yl)-3-(pyrazin-2-yl)urea and tert-butyl 4-(4,4,5,5-tetramethyl-1,3,2-dioxaborolan-2-yl)-5,6-dihydropyridine-1(2H)-carboxylate by 2-(3,6-dihydro-2H-pyran-4-yl)-4,4,5,5-tetramethyl-1,3,2-dioxaborolane. Starting materials: BrC=1C=C2C(=CC=NC2=CC1)NC(=O)NC1=NC=CN=C1 (1-(6-bromoquinolin-4-yl)-3-(pyrazin-2-yl)urea), CC1(OB(OC1(C)C)C1=CCN(CC1)C(=O)OC(C)(C)C)C (tert-butyl 4-(4,4,5,5-tetramethyl-1,3,2-dioxaborolan-2-yl)-5,6-dihydropyridine-1(2H)-carboxylate), O1CCC(=CC1)B1OC(C(O1)(C)C)(C)C (2-(3,6-dihydro-2H-pyran-4-yl)-4,4,5,5-tetramethyl-1,3,2-dioxaborolane). Reaction SMILES: Br[C:2]1[CH:3]=[C:4]2[C:9](=[CH:10][CH:11]=1)[N:8]=[CH:7][CH:6]=[C:5]2[NH:12][C:13]([NH:15][C:16]1[CH:21]=[N:20][CH:19]=[CH:18][N:17]=1)=[O:14].CC1(C)C(C)(C)OB(C2CCN(C(OC(C)(C)C)=O)CC=2)O1.[O:44]1[CH2:49][CH:48]=[C:47](B2OC(C)(C)C(C)(C)O2)[CH2:46][CH2:45]1>>[O:44]1[CH2:45][CH:46]=[C:47]([C:2]2[CH:3]=[C:4]3[C:9](=[CH:10][CH:11]=2)[N:8]=[CH:7][CH:6]=[C:5]3[NH:12][C:13]([NH:15][C:16]2[CH:21]=[N:20][CH:19]=[CH:18][N:17]=2)=[O:14])[CH2:48][CH2:49]1. Product: O1CCC(=CC1)C=1C=C2C(=CC=NC2=CC1)NC(=O)NC1=NC=CN=C1 (1-[6-(3,6-Dihydro-2H-pyran-4-yl)-quinolin-4-yl]-3-pyrazin-2-yl-urea).